From a dataset of the Open Reaction Database (ORD), a public repository of structured organic reaction records. describe an organic reaction: reactants, conditions, products, and yield Reactants: C(C)(=O)C1=C(C(=C(O[C@@H]2C[C@H](CCC2)OC2=C(C=C(C=C2)CC(=O)O)Br)C=C1)CCC)O (Trans-3-(4-acetyl-3-hydroxy-2-propylphenoxy)-1-(4-carboxymethyl-2-bromo phenoxy)cyclohexane), C(C)(=O)C1=C(C(=C(O[C@H]2C[C@H](CCC2)OS(=O)(=O)C)C=C1)CCC)O (cis-3-(4-acetyl-3-hydroxy-2-propylphenoxy)-1-mesyloxycyclohexane). The product is C(C)(=O)C1=C(C(=C(O[C@H]2C[C@H](CCC2)OC2=C(C=C(C=C2)CC(=O)OC)Br)C=C1)CCC)O (cis-3-(4-acetyl-3-hydroxy-2-propyl-phenoxy)-1-(4-carbomethoxy methyl-2-bromo phenoxy)cyclohexane). As a reaction SMILES: [C:1]([C:4]1[CH:28]=[CH:27][C:7]([O:8][C@H:9]2[CH2:14][CH2:13][CH2:12][C@H:11]([O:15][C:16]3[CH:21]=[CH:20][C:19]([CH2:22][C:23]([OH:25])=[O:24])=[CH:18][C:17]=3[Br:26])[CH2:10]2)=[C:6]([CH2:29][CH2:30][CH3:31])[C:5]=1[OH:32])(=[O:3])[CH3:2].[C:33](C1C=CC(O[C@@H]2CCC[C@H](OS(C)(=O)=O)C2)=C(CCC)C=1O)(=O)C>>[C:1]([C:4]1[CH:28]=[CH:27][C:7]([O:8][C@@H:9]2[CH2:14][CH2:13][CH2:12][C@H:11]([O:15][C:16]3[CH:21]=[CH:20][C:19]([CH2:22][C:23]([O:25][CH3:33])=[O:24])=[CH:18][C:17]=3[Br:26])[CH2:10]2)=[C:6]([CH2:29][CH2:30][CH3:31])[C:5]=1[OH:32])(=[O:3])[CH3:2]. Procedure details: By following Step E of Example 8, but substituting the title compound of Step D of Example 8 for the title compound of Step C of Example 8, the title compound of this step was obtained as an oil.